This data is from the Open Reaction Database (ORD), a public repository of structured organic reaction records. The task is: describe an organic reaction: reactants, conditions, products, and yield Starting materials: FC1=CC=C(C=C1)S(=O)(=O)N(C1CCC=2N(C3=CC=CC=C3C2/C=C/C(=O)OCC)C1)C ((+/−) ethyl (2E)-3-{7-[[(4-fluorophenyl)sulfonyl](methyl)amino]-6,7,8,9-tetrahydropyrido[1,2-a]indol-10-yl}acrylate), [OH-].[Na+] (NaOH), CC(=O)O (AcOH). Solvent: C1CCOC1 (THF), CO (MeOH). Reaction conditions: temperature 50 celsius. Yields the product FC1=CC=C(C=C1)S(=O)(=O)N(C1CCC=2N(C3=CC=CC=C3C2/C=C/C(=O)O)C1)C ((+/−) (2E)-3-{7-[[(4-fluorophenyl)sulfonyl](methyl)amino]-6,7,8,9-tetrahydropyrido[1,2-a]indol-10-yl}acrylic acid). Isolated yield 11.3%. Reaction SMILES: [F:1][C:2]1[CH:7]=[CH:6][C:5]([S:8]([N:11]([CH3:32])[CH:12]2[CH2:31][N:16]3[C:17]4[C:22]([C:23](/[CH:24]=[CH:25]/[C:26]([O:28]CC)=[O:27])=[C:15]3[CH2:14][CH2:13]2)=[CH:21][CH:20]=[CH:19][CH:18]=4)(=[O:10])=[O:9])=[CH:4][CH:3]=1.[OH-].[Na+].CC(O)=O>C1COCC1.CO>[F:1][C:2]1[CH:7]=[CH:6][C:5]([S:8]([N:11]([CH3:32])[CH:12]2[CH2:31][N:16]3[C:17]4[C:22]([C:23](/[CH:24]=[CH:25]/[C:26]([OH:28])=[O:27])=[C:15]3[CH2:14][CH2:13]2)=[CH:21][CH:20]=[CH:19][CH:18]=4)(=[O:9])=[O:10])=[CH:4][CH:3]=1 |f:1.2|. Reported procedure: A solution of 85 mg of the product from Step 2 in 2 mL of THF and 3 mL of MeOH was added 0.5 mL of 2N NaOH. The mixture was heated at 50° C. for 8 h and 1 mL of AcOH was then added, and concentrated. The residue was suspended in 5 mL of water and the solid was collected by filtration, and then purified by Combiflash eluted with a gradient up to 70% EtOAc/hexane containing 5% of AcOH to give 9 mg of the title compound (eluted first). 1H NMR (500 MHz, acetone-d6) d 8.12 (m, 2H), 7.87 (d, 1H), 7.87... Reactants: [K+], [K+], COc1ncccc1Nc1c(N)c(=O)c1=O, O=C([O-])[O-], Cc1cccc(C(=O)NC(n2nnc3ccccc32)C(C)(C)C)c1. Yields the product COc1ncccc1Nc1c(NC(NC(=O)c2cccc(C)c2)C(C)(C)C)c(=O)c1=O. Reaction SMILES: [K+:41].[K+:42].[NH2:1][c:2]1[c:3](=[O:16])[c:4](=[O:15])[c:5]1[NH:6][c:7]1[c:8]([O:13][CH3:14])[n:9][cH:10][cH:11][cH:12]1.[O-:43][C:44]([O-:45])=[O:46].[n:17]1([CH:26]([C:27]([CH3:28])([CH3:29])[CH3:30])[NH:31][C:32]([c:33]2[cH:34][c:35]([CH3:39])[cH:36][cH:37][cH:38]2)=[O:40])[c:18]2[cH:19][cH:20][cH:21][cH:22][c:23]2[n:24][n:25]1>>[NH:1]([c:2]1[c:3](=[O:16])[c:4](=[O:15])[c:5]1[NH:6][c:7]1[c:8]([O:13][CH3:14])[n:9][cH:10][cH:11][cH:12]1)[CH:26]([C:27]([CH3:28])([CH3:29])[CH3:30])[NH:31][C:32]([c:33]1[cH:34][c:35]([CH3:39])[cH:36][cH:37][cH:38]1)=[O:40]. The reactants are CCOC(=O)c1cnn(C2CC2)c1Cl, CO, [Li+], [OH-], O. Yields the product O=C(O)c1cnn(C2CC2)c1Cl. RXN SMILES: [CH2:1]([CH3:2])[O:3][C:4](=[O:5])[c:6]1[cH:7][n:8][n:9]([CH:12]2[CH2:13][CH2:14]2)[c:10]1[Cl:11].[CH3:17][OH:18].[Li+:16].[OH-:15].[OH2:19]>>[O:3]=[C:4]([OH:5])[c:6]1[cH:7][n:8][n:9]([CH:12]2[CH2:13][CH2:14]2)[c:10]1[Cl:11]. The reactants are ClC=1N=C(C(=[N+](C1)[O-])C1=CC=CC=C1)C1=CC=CC=C1 (5-chloro-2,3-diphenylpyrazine 1-oxide), CN (methylamine). Run in CO (methanol). The product is C1(=CC=CC=C1)C1=[N+](C=C(N=C1C1=CC=CC=C1)NC)[O-] (2,3-diphenyl-5-(methylamino)pyrazine 1-oxide). As a reaction SMILES: Cl[C:2]1[N:3]=[C:4]([C:15]2[CH:20]=[CH:19][CH:18]=[CH:17][CH:16]=2)[C:5]([C:9]2[CH:14]=[CH:13][CH:12]=[CH:11][CH:10]=2)=[N+:6]([O-:8])[CH:7]=1.[CH3:21][NH2:22]>CO>[C:9]1([C:5]2[C:4]([C:15]3[CH:20]=[CH:19][CH:18]=[CH:17][CH:16]=3)=[N:3][C:2]([NH:22][CH3:21])=[CH:7][N+:6]=2[O-:8])[CH:14]=[CH:13][CH:12]=[CH:11][CH:10]=1. Procedure details: To 1.00 g of 5-chloro-2,3-diphenylpyrazine 1-oxide, 20 ml of 40% methylamine in methanol was added and the mixture was-reacted in a sealed tube at room temperature for 15 hours. The reaction solution was extracted with ethyl acetate after adding water. The extract was dried over anhydrous magnesium sulfate and the solvent was evaporated under reduced pressure. The resulting crude crystal was washed with diisopropyl ether to obtain 536 mg of the desired compound as a pale yellow crystal having a ... Starting materials: NC1=C(C=CC=C1)NC1=NC(=C2N=C(N(C2=N1)C)CN1CCC(CC1)C(C)(C)O)N1CCOCC1 (2-(1-((2-(2-aminophenylamino)-9-methyl-6-morpholino-9H-purin-8-yl)methyl)piperidin-4-yl)propan-2-ol), C1(CC1)C(=O)O (cyclopropanecarboxylic acid). Product: C1(CC1)C1=NC2=C(N1C1=NC(=C3N=C(N(C3=N1)C)CN1CCC(CC1)C(C)(C)O)N1CCOCC1)C=CC=C2 (2-(1-((2-(2-cyclopropyl-1H-benzo[d]imidazol-1-yl)-9-methyl-6-morpholino-9H-purin-8-yl)methyl)piperidin-4-yl)propan-2-ol). As a reaction SMILES: [NH2:1][C:2]1[CH:7]=[CH:6][CH:5]=[CH:4][C:3]=1[NH:8][C:9]1[N:17]=[C:16]2[C:12]([N:13]=[C:14]([CH2:19][N:20]3[CH2:25][CH2:24][CH:23]([C:26]([OH:29])([CH3:28])[CH3:27])[CH2:22][CH2:21]3)[N:15]2[CH3:18])=[C:11]([N:30]2[CH2:35][CH2:34][O:33][CH2:32][CH2:31]2)[N:10]=1.[CH:36]1([C:39](O)=O)[CH2:38][CH2:37]1>>[CH:36]1([C:39]2[N:8]([C:9]3[N:17]=[C:16]4[C:12]([N:13]=[C:14]([CH2:19][N:20]5[CH2:21][CH2:22][CH:23]([C:26]([OH:29])([CH3:28])[CH3:27])[CH2:24][CH2:25]5)[N:15]4[CH3:18])=[C:11]([N:30]4[CH2:31][CH2:32][O:33][CH2:34][CH2:35]4)[N:10]=3)[C:3]3[CH:4]=[CH:5][CH:6]=[CH:7][C:2]=3[N:1]=2)[CH2:38][CH2:37]1. Procedure: Following the procedures for 178, 2-(1-((2-(2-aminophenylamino)-9-methyl-6-morpholino-9H-purin-8-yl)methyl)piperidin-4-yl)propan-2-ol and cyclopropanecarboxylic acid were reacted to give 159. LCMS: M+H+=531.3. 1H-NMR (400 MHz, DMSO-d6): δ 7.93 (m, 1H), 7.53 (m, 1H), 7.22 (m, 2H), 4.26 (s, br, 4H), 4.08 (m, 2H), 4.03 (s, 1H), 3.82 (s, 3H), 3.77 (m, 4H), 3.74 (s, 2H), 3.17 (d, 2H), 2.84-2.96 (m, 3H), 1.99 (m, 2H), 1.67 (m, 2H), 1.04-1.29 (m, 3H), 1.02 (s, 6H) Reactants: CNC, C[Al](C)C, CN(C)[Al]CCl, Cc1ccccc1, CCOC(C)=O, Cl, COC(=O)c1cccc(CN(CC(O)C(F)(F)F)c2cccc(Oc3ccccc3)c2)c1, OC(CN(Cc1cccc(OC(F)(F)C(F)F)c1)c1cccc(Oc2ccccc2)c1)C(F)(F)F. The product is CN(C)C(=O)c1cccc(CN(CC(O)C(F)(F)F)c2cccc(Oc3ccccc3)c2)c1. RXN SMILES: [CH3:2][NH:3][CH3:4].[CH3:5][Al:6]([CH3:7])[CH3:8].[CH3:76][N:77]([Al:78][CH2:79][Cl:80])[CH3:81].[CH3:82][c:83]1[cH:84][cH:85][cH:86][cH:87][cH:88]1.[CH3:89][CH2:90][O:91][C:92](=[O:93])[CH3:94].[ClH:1].[O:44]([c:45]1[cH:46][cH:47][cH:48][cH:49][cH:50]1)[c:51]1[cH:52][c:53]([N:57]([CH2:58][CH:59]([C:60]([F:61])([F:62])[F:63])[OH:64])[CH2:65][c:66]2[cH:67][c:68]([C:69](=[O:70])[O:71][CH3:72])[cH:73][cH:74][cH:75]2)[cH:54][cH:55][cH:56]1.[O:9]([c:10]1[cH:11][c:12]([N:13]([CH2:14][c:15]2[cH:16][cH:17][cH:18][c:19]([O:20][C:21]([F:22])([F:23])[CH:24]([F:25])[F:26])[cH:27]2)[CH2:28][CH:29]([OH:30])[C:31]([F:32])([F:33])[F:34])[cH:35][cH:36][cH:37]1)[c:38]1[cH:39][cH:40][cH:41][cH:42][cH:43]1>>[CH3:2][N:3]([CH3:4])[C:69]([c:68]1[cH:67][c:66]([CH2:65][N:57]([c:53]2[cH:52][c:51]([O:44][c:45]3[cH:46][cH:47][cH:48][cH:49][cH:50]3)[cH:56][cH:55][cH:54]2)[CH2:58][CH:59]([C:60]([F:61])([F:62])[F:63])[OH:64])[cH:75][cH:74][cH:73]1)=[O:70]. The reactants are N1C=CC2=CC=C(C=C12)C(=O)OC (methyl indole-6-carboxylate), C(C(C)C)(=O)Cl (isobutyryl chloride), ( 5 ). Product: C(C(C)C)(=O)C1=CNC2=CC(=CC=C12)C(=O)OC (Methyl 3-isobutyrylindole-6-carboxylate). RXN SMILES: [NH:1]1[C:9]2[C:4](=[CH:5][CH:6]=[C:7]([C:10]([O:12][CH3:13])=[O:11])[CH:8]=2)[CH:3]=[CH:2]1.[C:14](Cl)(=[O:18])[CH:15]([CH3:17])[CH3:16]>>[C:14]([C:3]1[C:4]2[C:9](=[CH:8][C:7]([C:10]([O:12][CH3:13])=[O:11])=[CH:6][CH:5]=2)[NH:1][CH:2]=1)(=[O:18])[CH:15]([CH3:17])[CH3:16]. Reported procedure: Methyl 3-isobutyrylindole-6-carboxylate (618 mg) was prepared from methyl indole-6-carboxylate (500 mg) and isobutyryl chloride (0.84 ml) in a similar manner to that of Preparation 1 (5). The reactants are ClC1=C(C(=O)Cl)C=CC=C1 (2-chlorobenzoyl chloride), NC=1SC(=CN1)[N+](=O)[O-] (2-amino-5-nitrothiazole). The solvent is N1=CC=CC=C1 (pyridine). The product is ClC1=C(C(=O)NC=2SC(=CN2)[N+](=O)[O-])C=CC=C1 (2-chloro-N-(5-nitro-2-thiazolyl)benzamide). As a reaction SMILES: [Cl:1][C:2]1[CH:10]=[CH:9][CH:8]=[CH:7][C:3]=1[C:4](Cl)=[O:5].[NH2:11][C:12]1[S:13][C:14]([N+:17]([O-:19])=[O:18])=[CH:15][N:16]=1>N1C=CC=CC=1>[Cl:1][C:2]1[CH:10]=[CH:9][CH:8]=[CH:7][C:3]=1[C:4]([NH:11][C:12]1[S:13][C:14]([N+:17]([O-:19])=[O:18])=[CH:15][N:16]=1)=[O:5]. Procedure details: By following the procedure of the first part of Example 1, but using 2-chlorobenzoyl chloride (26.3 g), 2-amino-5-nitrothiazole (21.8 g) and pyridine (ca 150 ml), there was obtained 2-chloro-N-(5-nitro-2-thiazolyl)benzamide, m.pt 221°-222°, after recrystallisation from acetic acid.